Dataset: the Open Reaction Database (ORD), a public repository of structured organic reaction records. Task: describe an organic reaction: reactants, conditions, products, and yield Starting materials: CCOCC, ClCCl, COC(=O)c1cc(N)ncc1F, Cc1cc(C)c(S(=O)(=O)ON)c(C)c1. Yields the product COC(=O)c1cc(N)[n+](N)cc1F, Cc1cc(C)c(S(=O)(=O)[O-])c(C)c1. Reaction SMILES: [CH2:30]([O:31][CH2:32][CH3:33])[CH3:34].[Cl:27][CH2:28][Cl:29].[NH2:15][c:16]1[cH:17][c:18]([C:19](=[O:20])[O:21][CH3:22])[c:23]([F:26])[cH:24][n:25]1.[c:1]1([CH3:14])[c:2]([S:9](=[O:10])(=[O:11])[O:12][NH2:13])[c:3]([CH3:8])[cH:4][c:5]([CH3:7])[cH:6]1>>[NH2:13][n+:25]1[c:16]([NH2:15])[cH:17][c:18]([C:19](=[O:20])[O:21][CH3:22])[c:23]([F:26])[cH:24]1.[c:1]1([CH3:14])[c:2]([S:9](=[O:10])(=[O:11])[O-:12])[c:3]([CH3:8])[cH:4][c:5]([CH3:7])[cH:6]1.